This data is from the Open Reaction Database (ORD), a public repository of structured organic reaction records. The task is: describe an organic reaction: reactants, conditions, products, and yield Starting materials: C(C)(C)(C)OC(=O)N1CC(C1)C1=NC=CN=C1C=1CCOCC1 (3-[3-(3,6-dihydro-2H-pyran-4-yl)-pyrazin-2-yl]-azetidine-1-carboxylic acid tert-butyl ester). The reagents and catalysts are [Pd] (Pd—C). The solvent is CO (MeOH). Reaction conditions: temperature 30 celsius, time 8 hour. The product is C(C)(C)(C)OC(=O)N1CC(C1)C1=NC=CN=C1C1CCOCC1 (3-[3-(tetrahydro-pyran-4-yl)-pyrazin-2-yl]-azetidine-1-carboxylic acid tert-butyl ester). Yield: 94.9%. Reaction SMILES: [C:1]([O:5][C:6]([N:8]1[CH2:11][CH:10]([C:12]2[C:17]([C:18]3[CH2:19][CH2:20][O:21][CH2:22][CH:23]=3)=[N:16][CH:15]=[CH:14][N:13]=2)[CH2:9]1)=[O:7])([CH3:4])([CH3:3])[CH3:2]>CO.[Pd]>[C:1]([O:5][C:6]([N:8]1[CH2:9][CH:10]([C:12]2[C:17]([CH:18]3[CH2:19][CH2:20][O:21][CH2:22][CH2:23]3)=[N:16][CH:15]=[CH:14][N:13]=2)[CH2:11]1)=[O:7])([CH3:4])([CH3:2])[CH3:3]. Procedure details: A mixture of (115) (938 mg, 2.96 mmol) and wet Pd—C (50%, 400 mg) in MeOH (30 mL) was stirred under H2 (40 psi) at 30° C. overnight. Then the reaction mixture was filtered through CELITE® and washed with MeOH. The filtrate was concentrated to give the desired compound (116) (897 mg, 2.81 mmol, yield 95%). ESI-MS (M+1): 320 calc. for C17H25N3O3 319.